This data is from the Open Reaction Database (ORD), a public repository of structured organic reaction records. The task is: describe an organic reaction: reactants, conditions, products, and yield Starting materials: CN(C)C=O, CO, CCC#CCOc1ccc(CCl)cc1OC, [K+], [OH-], O=C1c2ccccc2C(=O)N1O. The product is CCC#CCOc1ccc(CON2C(=O)c3ccccc3C2=O)cc1OC. RXN SMILES: [CH3:31][N:32]([CH3:33])[CH:34]=[O:35].[CH3:36][OH:37].[Cl:1][CH2:2][c:3]1[cH:4][c:5]([O:15][CH3:16])[c:6]([O:9][CH2:10][C:11]#[C:12][CH2:13][CH3:14])[cH:7][cH:8]1.[K+:30].[OH-:29].[OH:17][N:18]1[C:19](=[O:28])[c:20]2[c:21]([cH:24][cH:25][cH:26][cH:27]2)[C:22]1=[O:23]>>[CH2:2]([c:3]1[cH:4][c:5]([O:15][CH3:16])[c:6]([O:9][CH2:10][C:11]#[C:12][CH2:13][CH3:14])[cH:7][cH:8]1)[O:17][N:18]1[C:19](=[O:28])[c:20]2[c:21]([cH:24][cH:25][cH:26][cH:27]2)[C:22]1=[O:23]. Starting materials: ClC=1C(=C(N)C=C(C1OC1=CC=C(C2=CC=CC=C12)Cl)C)C (3-chloro-4-(4-chloro-1-naphthoxy)-2,5-dimethylaniline), FC1=C(C(=O)N=C=O)C(=CC=C1)F (2,6-difluorobenzoyl isocyanate). Solvent: C1(=CC=CC=C1)C (toluene), C1(=CC=CC=C1)C (toluene). Reaction conditions: temperature 50 celsius, time 1 hour. Product: ClC=1C(=C(C=C(C1OC1=CC=C(C2=CC=CC=C12)Cl)C)NC(=O)NC(C1=C(C=CC=C1F)F)=O)C (1-[3-chloro-4-(4-chloro-1-naphthoxy)-2,5-dimethylphenyl]-3-(2.6-difluorobenzoyl)urea). The yield is 62.3%. Reaction SMILES: [Cl:1][C:2]1[C:3]([CH3:22])=[C:4]([CH:6]=[C:7]([CH3:21])[C:8]=1[O:9][C:10]1[C:19]2[C:14](=[CH:15][CH:16]=[CH:17][CH:18]=2)[C:13]([Cl:20])=[CH:12][CH:11]=1)[NH2:5].[F:23][C:24]1[CH:34]=[CH:33][CH:32]=[C:31]([F:35])[C:25]=1[C:26]([N:28]=[C:29]=[O:30])=[O:27]>C1(C)C=CC=CC=1>[Cl:1][C:2]1[C:3]([CH3:22])=[C:4]([NH:5][C:29]([NH:28][C:26](=[O:27])[C:25]2[C:31]([F:35])=[CH:32][CH:33]=[CH:34][C:24]=2[F:23])=[O:30])[CH:6]=[C:7]([CH3:21])[C:8]=1[O:9][C:10]1[C:19]2[C:14](=[CH:15][CH:16]=[CH:17][CH:18]=2)[C:13]([Cl:20])=[CH:12][CH:11]=1. Procedure: Into a solution containing 3.0 grams (9.0 mmol) of 3-chloro-4-(4-chloro-1-naphthoxy)-2,5-dimethylaniline prepared in Part B of Example I in 25 milliliters of toluene which solution was warmed to a temperature of 50° C. and placed under a nitrogen atmosphere was slowly added a solution containing 2.5 grams (13.5 mmol) of 2,6-difluorobenzoyl isocyanate in 5 milliters of toluene. After stirring for one hour at a temperature of 50° C. the reaction mixture was cooled to room temperature, placed in an...